From a dataset of the Open Reaction Database (ORD), a public repository of structured organic reaction records. describe an organic reaction: reactants, conditions, products, and yield The reactants are FC(COC1=C(C=C(C=C1)C(C)=O)C)F (1-(4-(2,2-difluoroethoxy)-3-methylphenyl)ethanone), CC(C)(C)[S@@](=O)N ((R)-2-methylpropane-2-sulfinamide), Amine-1. The product is FC(COC1=C(C=C(C=C1)C(C)N[S@](=O)C(C)(C)C)C)F ((R)—N-(1-(4-(2,2-difluoroethoxy)-3-methylphenyl)ethyl)-2-methylpropane-2-sulfinamide). Yield: 47.0%. Reaction SMILES: [F:1][CH:2]([F:15])[CH2:3][O:4][C:5]1[CH:10]=[CH:9][C:8]([C:11](=O)[CH3:12])=[CH:7][C:6]=1[CH3:14].[CH3:16][C:17]([S@:20]([NH2:22])=[O:21])([CH3:19])[CH3:18]>>[F:1][CH:2]([F:15])[CH2:3][O:4][C:5]1[CH:10]=[CH:9][C:8]([CH:11]([NH:22][S@@:20]([C:17]([CH3:19])([CH3:18])[CH3:16])=[O:21])[CH3:12])=[CH:7][C:6]=1[CH3:14]. Procedure details: The title compound is prepared in 47% yield (520 mg, clear colorless oil) from 1-(4-(2,2-difluoroethoxy)-3-methylphenyl)ethanone (750 mg, 3.5 mmol, Step-4) and (R)-2-methylpropane-2-sulfinamide by the similar manner in Step-4 of Amine-1. Conditions: time 2 hour. Isolated yield 70.0%. Procedure: To a solution of 4-(3-Amino-4-cyano-benzyl)-3-oxo-piperazine-1-carboxylic acid benzyl ester hydrochloride (4.0 g, 10.0 mmol) in CH3OH (45 ml) and CH2Cl2 (10 ml) is added 10% Pd on carbon (0.6 g). The mixture is stirred under an atmosphere of H2 for 2 hours then is filtered through a pad of celite. The filtrate is concentrated and the residue purified by column chromatography eluting with 10% 7M NH3 in CH3OH/CH2Cl2 to yield the title compound (1.62 g, 7.0 mmol). 1H NMR (DMSO, 300 MHz) δ7.34 (d, 1... Starting materials: Cl.C(C1=CC=CC=C1)OC(=O)N1CC(N(CC1)CC1=CC(=C(C=C1)C#N)N)=O (4-(3-Amino-4-cyano-benzyl)-3-oxo-piperazine-1-carboxylic acid benzyl ester hydrochloride). Reaction SMILES: Cl.C(OC([N:12]1[CH2:17][CH2:16][N:15]([CH2:18][C:19]2[CH:24]=[CH:23][C:22]([C:25]#[N:26])=[C:21]([NH2:27])[CH:20]=2)[C:14](=[O:28])[CH2:13]1)=O)C1C=CC=CC=1>CO.C(Cl)Cl.[Pd]>[NH2:27][C:21]1[CH:20]=[C:19]([CH2:18][N:15]2[CH2:16][CH2:17][NH:12][CH2:13][C:14]2=[O:28])[CH:24]=[CH:23][C:22]=1[C:25]#[N:26] |f:0.1|. Reagents/catalysts: [Pd] (Pd on carbon). Run in CO (CH3OH), C(Cl)Cl (CH2Cl2). Product: NC1=C(C#N)C=CC(=C1)CN1C(CNCC1)=O (2-Amino-4-(2-oxo-piperazin-1-ylmethyl)-benzonitrile).